This data is from the Open Reaction Database (ORD), a public repository of structured organic reaction records. The task is: describe an organic reaction: reactants, conditions, products, and yield Starting materials: [NH4+].[Cl-] (NH4Cl), BrC1=CC(=C(C=C1)I)Cl (4-Bromo-2-chloroiodobenzene), N1=C(C=CC=C1)SC(C1=C(C=CC(=C1)[N+](=O)[O-])C)=O (2-Methyl-5-nitro-thiobenzoic acid S-pyridin-2-yl ester), C(C)(C)[Mg]Cl (Isopropylmagnesium chloride). Run in C1CCOC1 (THF). Run at temperature -60 celsius, time 30 minute. Yields the product BrC1=CC(=C(C=C1)C(=O)C1=C(C=CC(=C1)[N+](=O)[O-])C)Cl ((4-Bromo-2-chloro-phenyl)-(2-methyl-5-nitro-phenyl)-methanone). RXN SMILES: [Br:1][C:2]1[CH:7]=[CH:6][C:5](I)=[C:4]([Cl:9])[CH:3]=1.C([Mg]Cl)(C)C.N1C=CC=CC=1S[C:22](=[O:33])[C:23]1[CH:28]=[C:27]([N+:29]([O-:31])=[O:30])[CH:26]=[CH:25][C:24]=1[CH3:32].[NH4+].[Cl-]>C1COCC1>[Br:1][C:2]1[CH:7]=[CH:6][C:5]([C:22]([C:23]2[CH:28]=[C:27]([N+:29]([O-:31])=[O:30])[CH:26]=[CH:25][C:24]=2[CH3:32])=[O:33])=[C:4]([Cl:9])[CH:3]=1 |f:3.4|. Procedure details: The reaction was run under an argon atmosphere using dry glassware. 4-Bromo-2-chloroiodobenzene (25.5 g, 80.9 mmol) was dissolved in dry THF (400 mL) and cooled to −60° C. Isopropylmagnesium chloride (2 M in THF, 40.4 mL, 80.9 mmol) was added under stirring during 30 minutes. The reaction mixture was allowed to warm up to −40° C. and the mixture was stirred at −40° C. for 4 h. Compound 491 (22.2 g, 80.9 mmol) was added and the mixture was stirred at −40° C. for 3 h after which it was allowed to ... Starting materials: C(C)[Li] (ethyl lithium), [Cl-].[NH4+] (ammonium chloride), COC1=C(C(=O)C2=C(C=C(C=C2)O)O)C=CC=C1 (2-methoxy-2',4'-dihydroxy-benzophenone), C(C)Br (ethyl bromide), [Li] (lithium). Solvent: CCOCC (ether), O1CCCC1 (tetrahydrofurane), 33o. Conditions: temperature 0 celsius, time 30 minute. Product: COC1=C(C=CC=C1)C(CC)(O)C1=C(C=C(O)C=C1)O (4-[1-(2-Methoxyphenyl)-1-hydroxypropyl]-resorcin). RXN SMILES: [CH2:1]([Li])[CH3:2].C(Br)C.[Li].[CH3:8][O:9][C:10]1[CH:25]=[CH:24][CH:23]=[CH:22][C:11]=1[C:12]([C:14]1[CH:19]=[CH:18][C:17]([OH:20])=[CH:16][C:15]=1[OH:21])=[O:13].[Cl-].[NH4+]>O1CCCC1.CCOCC>[CH3:8][O:9][C:10]1[CH:25]=[CH:24][CH:23]=[CH:22][C:11]=1[C:12]([C:14]1[CH:19]=[CH:18][C:17]([OH:20])=[CH:16][C:15]=1[OH:21])([OH:13])[CH2:1][CH3:2] |f:4.5,^1:6|. Procedure: To an ethyl lithium solution prepared from 29.4 g. of ethyl bromide and 3.7 g. of lithium in 33o ml. of dry ether, under argon atmosphere, which is cooled to -10° C., a solution of 11 g. of 2-methoxy-2',4'-dihydroxy-benzophenone in 60 ml. of dry tetrahydrofurane is added dropwise, taking care that the temperature does not exceed -5° C. Thereafter the reaction mixture is stirred at 0° C. for 30 minutes and then at room temperature for two hours. The reaction mixture is decomposed with a 10% aqueo... Reactants: BrC1=CC(=C(C=C1[N+](=O)[O-])O)F (4-bromo-2-fluoro-5-nitrophenol), C([O-])([O-])=O.[Cs+].[Cs+] (cesium carbonate), C(C1=CC=CC=C1)Br (benzyl bromide). The solvent is CN(C)C=O (DMF). The product is BrC1=C(C=C(C(=C1)F)OCC1=CC=CC=C1)[N+](=O)[O-] (1-bromo-5-fluoro-2-nitro-4-[(phenylmethyl)oxy]benzene). Isolated yield 90.6%. As a reaction SMILES: [Br:1][C:2]1[C:7]([N+:8]([O-:10])=[O:9])=[CH:6][C:5]([OH:11])=[C:4]([F:12])[CH:3]=1.C(=O)([O-])[O-].[Cs+].[Cs+].[CH2:19](Br)[C:20]1[CH:25]=[CH:24][CH:23]=[CH:22][CH:21]=1>CN(C=O)C>[Br:1][C:2]1[CH:3]=[C:4]([F:12])[C:5]([O:11][CH2:19][C:20]2[CH:25]=[CH:24][CH:23]=[CH:22][CH:21]=2)=[CH:6][C:7]=1[N+:8]([O-:10])=[O:9] |f:1.2.3|. Procedure: A mixture of 4-bromo-2-fluoro-5-nitrophenol (prepared according to WO2004/014361, 10 g, 42.3 mmol) and cesium carbonate (16.42 g, 50.4 mmol) in DMF (80 mL), was stirred at room temperature and treated with benzyl bromide (5.5 g, 46.5 mmol) and the mixture was stirred/sonicated at room temperature for 2 hours (˜30 mins sonication). The DMF was evaporated and water and ethyl acetate were added and the product was extracted into ethyl acetate. The combined extracts were washed with sodium bicarbona...